The task is: describe an organic reaction: reactants, conditions, products, and yield. This data is from the Open Reaction Database (ORD), a public repository of structured organic reaction records. The reactants are CCO, ClC(Cl)Cl, Cl, [Na+], [OH-], O, COC(=O)CCc1cc(C(=O)c2ccc(OCC(C)C)cc2O)ccc1OCC(C)C. Yields the product CC(C)COc1ccc(C(=O)c2ccc(OCC(C)C)c(CCC(=O)O)c2)c(O)c1. As a reaction SMILES: [CH3:36][CH2:37][OH:38].[CH:39]([Cl:40])([Cl:41])[Cl:42].[ClH:35].[Na+:33].[OH-:32].[OH2:34].[OH:1][c:2]1[c:3]([C:4](=[O:5])[c:6]2[cH:7][cH:8][c:9]([O:18][CH2:19][CH:20]([CH3:21])[CH3:22])[c:10]([CH2:12][CH2:13][C:14](=[O:15])[O:16][CH3:17])[cH:11]2)[cH:23][cH:24][c:25]([O:27][CH2:28][CH:29]([CH3:30])[CH3:31])[cH:26]1>>[OH:1][c:2]1[c:3]([C:4](=[O:5])[c:6]2[cH:7][cH:8][c:9]([O:18][CH2:19][CH:20]([CH3:21])[CH3:22])[c:10]([CH2:12][CH2:13][C:14](=[O:15])[OH:16])[cH:11]2)[cH:23][cH:24][c:25]([O:27][CH2:28][CH:29]([CH3:30])[CH3:31])[cH:26]1. Starting materials: FC(C(=O)C1=CN(C2=C(C=CC(=C12)OC(F)(F)F)F)CCOC)(F)F (2,2,2-Trifluoro-1-[7-fluoro-1-(2-methoxy-ethyl)-4-trifluoromethoxy-1H-indol-3-yl]ethanone), CO (MeOH). Solvent: [OH-].[Na+] (NaOH). Conditions: temperature 80 celsius. Product: FC=1C=CC(=C2C(=CN(C12)CCOC)C(=O)O)OC(F)(F)F (7-Fluoro-1-(2-methoxy-ethyl)-4-trifluoromethoxy-1H-indole-3-carboxylic Acid). RXN SMILES: FC(F)(F)[C:3]([C:5]1[C:13]2[C:8](=[C:9]([F:19])[CH:10]=[CH:11][C:12]=2[O:14][C:15]([F:18])([F:17])[F:16])[N:7]([CH2:20][CH2:21][O:22][CH3:23])[CH:6]=1)=[O:4].C[OH:27]>[OH-].[Na+]>[F:19][C:9]1[CH:10]=[CH:11][C:12]([O:14][C:15]([F:17])([F:18])[F:16])=[C:13]2[C:8]=1[N:7]([CH2:20][CH2:21][O:22][CH3:23])[CH:6]=[C:5]2[C:3]([OH:27])=[O:4] |f:2.3|. Reported procedure: A mixture of 7 (23.4 g, 62.6 mmol) in MeOH (100 mL) and 5 M NaOH (100 mL) is heated at 80° C. overnight. LC/MS indicates that the reaction is complete. The reaction mixture is cooled to rt, and then concentrated in vacuo to remove most of the MeOH. The residue is dissolved in H2O, and then washed with Et2O once. The aqueous layer is slowly acidified to pH ˜2 with conc. HCl. The acidified suspension is extracted with Et2O, and the organic extract is washed with H2O and brine, dried over MgSO4, fi... Starting materials: C(C1=CC=CC=C1)N1CCN(CC1)C1=NC2(C(=C1)C1=CC=C(C=C1)OC)C=CC(C=C2)=O (2-(4-benzyl-1-piperazinyl)-4-(4-methoxyphenyl)-1-azaspiro[4.5]deca-1,3,6,9-tetraen-8-one), Br (hydrobromic acid). The solvent is C(C)(=O)O (acetic acid), C(Cl)(Cl)Cl (chloroform). Run at temperature 20 celsius. Yields the product C(C1=CC=CC=C1)N1CCN(CC1)C1=NC2(C(=C1)C1=CC=C(C=C1)O)C=CC(C=C2)=O (2-(4-Benzyl-1-piperazinyl)-4-(4-hydroxyphenyl)-1-azaspiro[4.5]deca-1,3,6,9-tetraen-8-one). The yield is 62.4%. RXN SMILES: [CH2:1]([N:8]1[CH2:13][CH2:12][N:11]([C:14]2[CH:18]=[C:17]([C:19]3[CH:24]=[CH:23][C:22]([O:25]C)=[CH:21][CH:20]=3)[C:16]3([CH:31]=[CH:30][C:29](=[O:32])[CH:28]=[CH:27]3)[N:15]=2)[CH2:10][CH2:9]1)[C:2]1[CH:7]=[CH:6][CH:5]=[CH:4][CH:3]=1.Br>C(O)(=O)C.C(Cl)(Cl)Cl>[CH2:1]([N:8]1[CH2:13][CH2:12][N:11]([C:14]2[CH:18]=[C:17]([C:19]3[CH:20]=[CH:21][C:22]([OH:25])=[CH:23][CH:24]=3)[C:16]3([CH:31]=[CH:30][C:29](=[O:32])[CH:28]=[CH:27]3)[N:15]=2)[CH2:10][CH2:9]1)[C:2]1[CH:3]=[CH:4][CH:5]=[CH:6][CH:7]=1. Procedure: 2-(4-Benzyl-1-piperazinyl)-4-(4-hydroxyphenyl)-1-azaspiro[4.5]deca-1,3,6,9-tetraen-8-one can be obtained in the following manner: 2-(4-benzyl-1-piperazinyl)-4-(4-methoxyphenyl)-1-azaspiro[4.5]deca-1,3,6,9-tetraen-8-one (6.3 g) dissolved in acetic acid (150 cc) and a 48% strength solution of hydrobromic acid (100 cc) are heated for 12 hours to a temperature of about 100° C. After being cooled to a temperature of about 20° C., the solution is evaporated to dryness under reduced pressure (20 mm Hg;... The reactants are C(C(=O)C)(=O)Cl (pyruvyl chloride), Cl.C[Si](C)(C)OC([C@@H](N)CC(C)C)=O (leucine trimethylsilyl ester hydrochloride). Yields the product C[Si](C)(C)OC([C@@H](NC(C(=O)C)=O)CC(C)C)=O (pyruvyl-leucine trimethylsilyl ester). RXN SMILES: [C:1](Cl)(=[O:5])[C:2]([CH3:4])=[O:3].Cl.[CH3:8][Si:9]([O:12][C:13](=[O:20])[C@H:14]([CH2:16][CH:17]([CH3:19])[CH3:18])[NH2:15])([CH3:11])[CH3:10]>>[CH3:11][Si:9]([O:12][C:13](=[O:20])[C@H:14]([CH2:16][CH:17]([CH3:18])[CH3:19])[NH:15][C:1](=[O:5])[C:2]([CH3:4])=[O:3])([CH3:8])[CH3:10] |f:1.2|. Procedure: A method of synthesizing pyruvyl-leucine according to the invention comprises the steps of reacting sodium pyruvate with oxalyl chloride to yield pyruvyl chloride, then reacting the pyruvyl chloride with a suspension of leucine trimethylsilyl ester hydrochloride to yield a pyruvyl-leucine trimethylsilyl ester and then subjecting the pyruvyl leucine trimethylsilyl ester to hydrolysis to yield pyruvyl-leucine. The pyruvyl-leucine synthesized via the route set forth above serves as a pyruvyl-amino ... The reactants are IC1=CC=C(C(=O)Cl)C=C1 (4-iodobenzoyl chloride), CCOC(=O)C (EtOAc), [Li+].CC(C)[N-]C(C)C (LDA), S(O)(O)(=O)=O (sulfuric acid). The solvent is CCOCC (Et2O), CCOCC (Et2O), CCOCC (Et2O). Reaction conditions: temperature -78 celsius, time 45 minute. Yields the product IC1=CC=C(C=C1)C(CC(=O)OCC)=O (Ethyl 3-(4-iodophenyl)-3-oxopropanoate). Yield: 47.0%. RXN SMILES: [CH3:1][CH2:2][O:3][C:4]([CH3:6])=[O:5].[Li+].CC([N-]C(C)C)C.[I:15][C:16]1[CH:24]=[CH:23][C:19]([C:20](Cl)=[O:21])=[CH:18][CH:17]=1.S(=O)(=O)(O)O>CCOCC>[I:15][C:16]1[CH:24]=[CH:23][C:19]([C:20](=[O:21])[CH2:6][C:4]([O:3][CH2:2][CH3:1])=[O:5])=[CH:18][CH:17]=1 |f:1.2|. Reported procedure: A solution of EtOAc (6 mL) in Et2O (15 mL) was added to a solution of LDA (2 M in THF, 60 mL, 120 mmol) in Et2O (80 mL) at −78° C. The resulting solution was stirred at −78° C. for 45 minutes. To this solution, a solution of 4-iodobenzoyl chloride (16 g, 60.5 mmol) in Et2O (30 mL) was added at −78° C. The reaction mixture was allowed to warm to room temperature and stirred for 15 h. The reaction mixture was poured into iced-sulfuric acid (300 g, 10%), stirred for 15 minutes, and extracted with E... RXN SMILES: [CH3:1][CH:2]1[C:6](=[O:7])[CH:5](C(OCC)=O)[C:4]2([CH2:17][CH2:16][N:15]([CH3:18])[CH2:14][CH2:13]2)[O:3]1.Cl.[OH-].[Na+]>>[CH3:1][CH:2]1[C:6](=[O:7])[CH2:5][C:4]2([CH2:17][CH2:16][N:15]([CH3:18])[CH2:14][CH2:13]2)[O:3]1 |f:2.3|. Product: CC1OC2(CC1=O)CCN(CC2)C (2,8-dimethyl-1-oxa-8-azaspiro[4,5]decan-3-one). Isolated yield 81.4%. Procedure details: Ethyl 2,8-dimethyl-3-oxo-1-oxa-8-azaspiro[4,5]decane-4-carboxylate (3.08 g) was dissolved in 50 ml of 1N--HCl, and the solution was heated under reflux for eight hours. The reaction mixture was allowed to cool to room temperature, then cooled in an ice-water bath, and basified by addition of 20% aqueous solution of caustic soda. This alkaline solution was extracted thrice with about 80 ml of chloroform, and the combined extract was washed with saturated aqueous solution of sodium chloride and dr... Starting materials: CC1OC2(C(C1=O)C(=O)OCC)CCN(CC2)C (Ethyl 2,8-dimethyl-3-oxo-1-oxa-8-azaspiro[4,5]decane-4-carboxylate), Cl (HCl), aqueous solution, [OH-].[Na+] (caustic soda). Reactants: Cc1cc(C(=O)OC(C)C)cnc1C1CCCC1, Cl. Yields the product Cl, Cc1cc(C(=O)O)cnc1C1CCCC1. RXN SMILES: [CH:1]([CH3:2])([CH3:3])[O:4][C:5]([c:6]1[cH:7][n:8][c:9]([CH:13]2[CH2:14][CH2:15][CH2:16][CH2:17]2)[c:10]([CH3:12])[cH:11]1)=[O:18].[ClH:19]>>[ClH:19].[O:4]=[C:5]([c:6]1[cH:7][n:8][c:9]([CH:13]2[CH2:14][CH2:15][CH2:16][CH2:17]2)[c:10]([CH3:12])[cH:11]1)[OH:18].